Dataset: the Open Reaction Database (ORD), a public repository of structured organic reaction records. Task: describe an organic reaction: reactants, conditions, products, and yield The reactants are CO, CCN(C(C)C)C(C)C, Fc1nc(Cl)c2[nH]cnc2n1, Sc1ccccc1. Product: Fc1nc(Sc2ccccc2)c2[nH]cnc2n1. Reaction SMILES: [CH3:28][OH:29].[CH:12]([N:13]([CH:14]([CH3:15])[CH3:16])[CH2:17][CH3:18])([CH3:19])[CH3:20].[F:1][c:2]1[n:3][c:4]([Cl:11])[c:5]2[nH:6][cH:7][n:8][c:9]2[n:10]1.[SH:21][c:22]1[cH:23][cH:24][cH:25][cH:26][cH:27]1>>[F:1][c:2]1[n:3][c:4]([S:21][c:22]2[cH:23][cH:24][cH:25][cH:26][cH:27]2)[c:5]2[nH:6][cH:7][n:8][c:9]2[n:10]1.